This data is from the Open Reaction Database (ORD), a public repository of structured organic reaction records. The task is: describe an organic reaction: reactants, conditions, products, and yield The reactants are C(=O)([O-])[O-].[K+].[K+] (K2CO3), FC(OC1=CC=C(C=C1)/C=C/C(C)=O)(F)F ((E)-4-(4-(trifluoromethoxy)-phenyl)-but-3-en-2-one), FC(C1=CC=C(C=O)C=C1)(F)F (4-(trifluoromethyl)-benzaldehyde). The solvent is O (H2O), CCO (EtOH). Run at time 1 hour. Yields the product FC(C1=CC=C(C=C1)\C=C\C(\C=C\C1=CC=C(C=C1)OC(F)(F)F)=O)(F)F ((1E,4E)-1-(4-(Trifluoromethyl)phenyl)-5-(4-(trifluoromethoxy)phenyl)penta-1,4-dien-3-one). Isolated yield 32.3%. As a reaction SMILES: [F:1][C:2]([F:16])([F:15])[O:3][C:4]1[CH:9]=[CH:8][C:7](/[CH:10]=[CH:11]/[C:12](=[O:14])[CH3:13])=[CH:6][CH:5]=1.C([O-])([O-])=O.[K+].[K+].[F:23][C:24]([F:34])([F:33])[C:25]1[CH:32]=[CH:31][C:28]([CH:29]=O)=[CH:27][CH:26]=1>CCO.O>[F:23][C:24]([F:33])([F:34])[C:25]1[CH:26]=[CH:27][C:28](/[CH:29]=[CH:13]/[C:12](=[O:14])/[CH:11]=[CH:10]/[C:7]2[CH:6]=[CH:5][C:4]([O:3][C:2]([F:15])([F:16])[F:1])=[CH:9][CH:8]=2)=[CH:31][CH:32]=1 |f:1.2.3|. Reported procedure: A solution of (E)-4-(4-(trifluoromethoxy)-phenyl)-but-3-en-2-one (623 mg, 2.7 mmol) in EtOH (10 mL) was stirred for 5 min at 0° C. A solution of K2CO3 (748 mg, 5.4 mmol) in H2O (4 mL) was added and the reaction mixture was stirred for further 1 h. After the dropwise addition of 4-(trifluoromethyl)-benzaldehyde (392 μl, 2.9 mmol), the mixture was continued to stir for 4 h at 0° C. and for 2 h at ambient temperature. The resulting yellow precipitate was filtered and dried in vacuo to obtain NW337 ...